Dataset: the Open Reaction Database (ORD), a public repository of structured organic reaction records. Task: describe an organic reaction: reactants, conditions, products, and yield Starting materials: CCN=C=NCCCN(C)C, CCN(C(C)C)C(C)C, ClCCl, Cl, Cl, Cl, Nc1ncnc2c1c(I)nn2C1CCCNC1, On1nnc2cccnc21, CN(C(=O)OCC1c2ccccc2-c2ccccc21)C(C)(C)C(=O)O. Yields the product CN(C(=O)OCC1c2ccccc2-c2ccccc21)C(C)(C)C(=O)N1CCCC(n2nc(I)c3c(N)ncnc32)C1. Reaction SMILES: [CH3:46][N:47]([CH3:48])[CH2:49][CH2:50][CH2:51][N:52]=[C:53]=[N:54][CH2:55][CH3:56].[CH:57]([N:58]([CH2:59][CH3:60])[CH:61]([CH3:62])[CH3:63])([CH3:64])[CH3:65].[Cl:76][CH2:77][Cl:78].[ClH:1].[ClH:2].[ClH:45].[I:3][c:4]1[n:5][n:6]([CH:14]2[CH2:15][NH:16][CH2:17][CH2:18][CH2:19]2)[c:7]2[n:8][cH:9][n:10][c:11]([NH2:13])[c:12]12.[OH:66][n:67]1[c:68]2[n:69][cH:70][cH:71][cH:72][c:73]2[n:74][n:75]1.[cH:20]1[cH:21][cH:22][cH:23][c:24]2[c:32]1[CH:31]([CH2:33][O:34][C:35](=[O:36])[N:37]([C:38]([C:39](=[O:40])[OH:41])([CH3:42])[CH3:43])[CH3:44])[c:30]1[c:25]-2[cH:26][cH:27][cH:28][cH:29]1>>[I:3][c:4]1[n:5][n:6]([CH:14]2[CH2:15][N:16]([C:39]([C:38]([N:37]([C:35]([O:34][CH2:33][CH:31]3[c:30]4[c:25]([cH:26][cH:27][cH:28][cH:29]4)-[c:24]4[cH:23][cH:22][cH:21][cH:20][c:32]43)=[O:36])[CH3:44])([CH3:42])[CH3:43])=[O:40])[CH2:17][CH2:18][CH2:19]2)[c:7]2[n:8][cH:9][n:10][c:11]([NH2:13])[c:12]12.